This data is from the Open Reaction Database (ORD), a public repository of structured organic reaction records. The task is: describe an organic reaction: reactants, conditions, products, and yield The reactants are C(CC)C=1C=C(C=CC1OCC1=NC2=CC=CC=C2C=C1)CC(=O)OC (Methyl 2-[3-propyl-4-(quinolin-2-yl-methoxy)phenyl]acetate), [OH-].[Na+] (sodium hydroxide). The product is C(CC)C=1C=C(C=CC1OCC1=NC2=CC=CC=C2C=C1)CC(=O)O (2-[3-Propyl-4-(quinolin-2-yl-methoxy)phenyl]acetic acid). Reaction SMILES: [CH2:1]([C:4]1[CH:5]=[C:6]([CH2:22][C:23]([O:25]C)=[O:24])[CH:7]=[CH:8][C:9]=1[O:10][CH2:11][C:12]1[CH:21]=[CH:20][C:19]2[C:14](=[CH:15][CH:16]=[CH:17][CH:18]=2)[N:13]=1)[CH2:2][CH3:3].[OH-].[Na+]>>[CH2:1]([C:4]1[CH:5]=[C:6]([CH2:22][C:23]([OH:25])=[O:24])[CH:7]=[CH:8][C:9]=1[O:10][CH2:11][C:12]1[CH:21]=[CH:20][C:19]2[C:14](=[CH:15][CH:16]=[CH:17][CH:18]=2)[N:13]=1)[CH2:2][CH3:3] |f:1.2|. Procedure details: In analogy to the procedure of Example XV, the title compound is prepared from 1.5 g (4.3 mmol) of the compound from Example XXXIX and 10 ml (10 mmol) of 1N sodium hydroxide solution.